Dataset: the Open Reaction Database (ORD), a public repository of structured organic reaction records. Task: describe an organic reaction: reactants, conditions, products, and yield The reactants are C([O-])(O)=O.[Na+] (sodium bicarbonate), ClC1=CC(=CC=C1)C(=O)OO (m-chloroperbenzoic acid), C(C)(C)(C)OC(=O)N1C(O[C@@H]([C@H]1CF)C1=CC=C(C=C1)SC)(C)C (tert-Butyl-(4S,5R)-4-(fluoromethyl)-2,2-dimethyl-5-(4-methylthiophenyl)-1,3-oxazolidine-3-carboxylate). Solvent: ClCCl (dichloromethane), ClCCl (dichloromethane). Conditions: temperature -20 celsius, time 30 minute. Yields the product FC[C@H]1N(C(O[C@@H]1C1=CC=C(C=C1)S(=O)C)(C)C)C(=O)OC(C)(C)C (tert-Butyl(4S,5R)-4-(fluoromethyl)-2,2-dimethyl-5-[4-(methylsulfinyl)phenyl]-1,3-oxazolidine-3-carboxylate). As a reaction SMILES: ClC1C=CC=C(C(OO)=[O:9])C=1.[C:12]([O:16][C:17]([N:19]1[C@H:23]([CH2:24][F:25])[C@@H:22]([C:26]2[CH:31]=[CH:30][C:29]([S:32][CH3:33])=[CH:28][CH:27]=2)[O:21][C:20]1([CH3:35])[CH3:34])=[O:18])([CH3:15])([CH3:14])[CH3:13].C(=O)(O)[O-].[Na+]>ClCCl>[F:25][CH2:24][C@@H:23]1[C@@H:22]([C:26]2[CH:27]=[CH:28][C:29]([S:32]([CH3:33])=[O:9])=[CH:30][CH:31]=2)[O:21][C:20]([CH3:35])([CH3:34])[N:19]1[C:17]([O:16][C:12]([CH3:15])([CH3:14])[CH3:13])=[O:18] |f:2.3|. Procedure details: A solution of m-chloroperbenzoic acid (14.3 g, 1.2 eq ) in 100 ml of dichloromethane was added drop wise to the solution of 13 (17.3 g) in 150 ml of dichloromethane at −20° C. The temperature was maintained at −20° C. for an additional 40 minutes. A saturated solution of sodium bicarbonate (80 ml) was added and stirred for 30 minutes. The organic layer was separated and washed with brine (50 ml) and dried over sodium sulfate. After purification (via a column) 13.4 g of the desired product (as a ... The reactants are C(C1=CC=CC=C1)OC(=O)N1[C@H](CCC1)C=1OC(=C(N1)C1=CC=CC=C1)C1=CC=CC=C1 ((2R)-1-benzyloxycarbonyl-2-(4,5-diphenyloxazol-2-yl)pyrrolidine). Reagents/catalysts: [Pd] (Pd/C). Solvent: C(C)O (ethanol). Run at time 10 hour. Product: C1(=CC=CC=C1)C=1N=C(OC1C1=CC=CC=C1)[C@@H]1NCCC1 ((2R)-2-(4,5-diphenyloxazol-2-yl)pyrrolidine). As a reaction SMILES: C(OC([N:11]1[CH2:15][CH2:14][CH2:13][C@@H:12]1[C:16]1[O:17][C:18]([C:27]2[CH:32]=[CH:31][CH:30]=[CH:29][CH:28]=2)=[C:19]([C:21]2[CH:26]=[CH:25][CH:24]=[CH:23][CH:22]=2)[N:20]=1)=O)C1C=CC=CC=1>C(O)C.[Pd]>[C:21]1([C:19]2[N:20]=[C:16]([C@H:12]3[CH2:13][CH2:14][CH2:15][NH:11]3)[O:17][C:18]=2[C:27]2[CH:32]=[CH:31][CH:30]=[CH:29][CH:28]=2)[CH:22]=[CH:23][CH:24]=[CH:25][CH:26]=1. Procedure details: A mixture of (2R)-1-benzyloxycarbonyl-2-(4,5-diphenyloxazol-2-yl)pyrrolidine (4 g) and 10% Pd/C (0.5 g) in ethanol (120 ml) was stirred under H2 for 10 hours. The catalyst was filtered off and filtrate was evaporated in vacuo to give (2R)-2-(4,5-diphenyloxazol-2-yl)pyrrolidine.